This data is from the Open Reaction Database (ORD), a public repository of structured organic reaction records. The task is: describe an organic reaction: reactants, conditions, products, and yield Starting materials: ClCC=1C(=CC=C2NC(C(NC12)=O)(C)C)C1=C(C=CC(=C1)F)OC (8-Chloromethyl-7-(5-fluoro-2-methoxyphenyl)-3,3-dimethyl-3,4-dihydro-1H-quinoxalin-2-one), CN(C=O)C (N,N-dimethylformamide), CC1=CC=C(S1)C(=O)O (5-methyl-2-thiophenecarboxylic acid), C([O-])([O-])=O.[K+].[K+] (potassium carbonate). Solvent: O (water), C(C)(=O)OCC (Ethyl acetate). Yields the product FC=1C=CC(=C(C1)C1=CC=C2NC(C(NC2=C1COC(=O)C=1SC(=CC1)C)=O)(C)C)OC (7-(5-Fluoro-2-methoxyphenyl)-8-(5-methylthiophen-2-ylcarbonyloxymethyl)-3,3-dimethyl-3,4-dihydro-1H-quinoxalin-2-one). Yield: 85.0%. RXN SMILES: Cl[CH2:2][C:3]1[C:4]([C:16]2[CH:21]=[C:20]([F:22])[CH:19]=[CH:18][C:17]=2[O:23][CH3:24])=[CH:5][CH:6]=[C:7]2[C:12]=1[NH:11][C:10](=[O:13])[C:9]([CH3:15])([CH3:14])[NH:8]2.[CH3:25][C:26]1[S:30][C:29]([C:31]([OH:33])=[O:32])=[CH:28][CH:27]=1.C(=O)([O-])[O-].[K+].[K+].CN(C)C=O>O.C(OCC)(=O)C>[F:22][C:20]1[CH:19]=[CH:18][C:17]([O:23][CH3:24])=[C:16]([C:4]2[C:3]([CH2:2][O:33][C:31]([C:29]3[S:30][C:26]([CH3:25])=[CH:27][CH:28]=3)=[O:32])=[C:12]3[C:7]([NH:8][C:9]([CH3:15])([CH3:14])[C:10](=[O:13])[NH:11]3)=[CH:6][CH:5]=2)[CH:21]=1 |f:2.3.4|. Reported procedure: 8-Chloromethyl-7-(5-fluoro-2-methoxyphenyl)-3,3-dimethyl-3,4-dihydro-1H-quinoxalin-2-one (Reference Compound No. 4-2, 50.9 mg, 0.14 mmol), 5-methyl-2-thiophenecarboxylic acid (62.5 mg, 0.44 mmol), and potassium carbonate (79.9 mg, 0.58 mmol) were suspended in anhydrous. N,N-dimethylformamide (1.5 mL) and stirred at 80° C. for 4.5 hours. Ethyl acetate (30 mL) and water (30 mL) were added to the reaction mixture and partitioned. The organic layer was washed with water (30 mL) and saturated brine (... Reactants: ClC(=O)OC1=CC=C(C=C1)[N+](=O)[O-] (p-Nitrophenyl chloroformate), [Si](C)(C)(C(C)(C)C)O[C@H]1C[C@@H](O[C@@H]1CO)N1C(=O)NC(=O)C(C)=C1 (3'-O-(t-butyldimethylsilyl)thymidine). Run in C(Cl)Cl (methylene chloride), C(Cl)Cl (methylene chloride), N1=CC=CC=C1 (pyridine). Run at time 8 hour. Product: ethyl acetate-hexanes, [Si](C)(C)(C(C)(C)C)O[C@H]1C[C@@H](O[C@@H]1COC(=O)OC1=CC=C(C=C1)[N+](=O)[O-])N1C(=O)NC(=O)C(C)=C1 (3'-O-(t-butyldimethylsilyl)-5'-O-(p-nitrophenyloxycarbonyl)thymidine). The yield is 77.5%. Reaction SMILES: Cl[C:2]([O:4][C:5]1[CH:10]=[CH:9][C:8]([N+:11]([O-:13])=[O:12])=[CH:7][CH:6]=1)=[O:3].[Si:14]([O:21][C@@H:22]1[C@@H:26]([CH2:27][OH:28])[O:25][C@@H:24]([N:29]2[CH:37]=[C:35]([CH3:36])[C:33](=[O:34])[NH:32][C:30]2=[O:31])[CH2:23]1)([C:17]([CH3:20])([CH3:19])[CH3:18])([CH3:16])[CH3:15]>C(Cl)Cl.N1C=CC=CC=1>[Si:14]([O:21][C@@H:22]1[C@@H:26]([CH2:27][O:28][C:2]([O:4][C:5]2[CH:6]=[CH:7][C:8]([N+:11]([O-:13])=[O:12])=[CH:9][CH:10]=2)=[O:3])[O:25][C@@H:24]([N:29]2[CH:37]=[C:35]([CH3:36])[C:33](=[O:34])[NH:32][C:30]2=[O:31])[CH2:23]1)([C:17]([CH3:20])([CH3:18])[CH3:19])([CH3:15])[CH3:16]. Reported procedure: p-Nitrophenyl chloroformate (252 mg, 1.25 mmol) in anhydrous methylene chloride was added to a stirred solution of 3'-O-(t-butyldimethylsilyl)thymidine (356 mg, 10 mmol, Wang et al. Nucleosides Nucleotides 1998, 17, 1033-1051) in anhydrous methylene chloride (4 mL) and pyridine (0.5 mL). The resulting solution was stirred at room temperature overnight, then cooled with ice, quenched with water (2 mL), stirred at 0° C. for 30 min, diluted with methylene chloride, washed with dilute acetic acid, w... Reactants: C(#N)C1=CC=C(CNC(C(OCC)C2=C(C=C(C=C2F)C2=C(C=CC=C2)C=O)F)=O)C=C1 ((RS)-N-(4-cyano-benzyl)-2-(3,5-difluoro-2′-formyl-biphenyl-4-yl)-2-ethoxy-acetamide), [BH4-].[Na+] (sodium borohydride). The solvent is CCO (EtOH). The product is C(#N)C1=CC=C(CNC(C(OCC)C2=C(C=C(C=C2F)C2=C(C=CC=C2)CO)F)=O)C=C1 ((RS)-N-(4-cyano-benzyl)-2-(3,5-difluoro-2′-hydroxymethyl-biphenyl-4-yl)-2-ethoxy-acetamide). The yield is 82.2%. As a reaction SMILES: [C:1]([C:3]1[CH:32]=[CH:31][C:6]([CH2:7][NH:8][C:9](=[O:30])[CH:10]([C:14]2[C:19]([F:20])=[CH:18][C:17]([C:21]3[CH:26]=[CH:25][CH:24]=[CH:23][C:22]=3[CH:27]=[O:28])=[CH:16][C:15]=2[F:29])[O:11][CH2:12][CH3:13])=[CH:5][CH:4]=1)#[N:2].[BH4-].[Na+]>CCO>[C:1]([C:3]1[CH:4]=[CH:5][C:6]([CH2:7][NH:8][C:9](=[O:30])[CH:10]([C:14]2[C:15]([F:29])=[CH:16][C:17]([C:21]3[CH:26]=[CH:25][CH:24]=[CH:23][C:22]=3[CH2:27][OH:28])=[CH:18][C:19]=2[F:20])[O:11][CH2:12][CH3:13])=[CH:31][CH:32]=1)#[N:2] |f:1.2|. Procedure details: To a suspension of (RS)-N-(4-cyano-benzyl)-2-(3,5-difluoro-2′-formyl-biphenyl-4-yl)-2-ethoxy-acetamide (500 mg) in EtOH (1.2 ml) at 0° C. was added sodium borohydride (91 mg). After 5 min the ice bath was removed. Ice water was added and the mixture was extracted with EtOAc. The organic phase was dried, filtered and concentrated. The product was purified by chromatography (SiO2, cyclohexane/EtOAc 1:2=>EtOAc) to give (RS)-N-(4-cyano-benzyl)-2-(3,5-difluoro-2′-hydroxymethyl-biphenyl-4-yl)-2-ethoxy... Starting materials: C(C)(C)(C)OC(=O)N1CCC(CC1)C1CC=2C(=CN=C(C2)Cl)O1 (4-(5-chloro-2,3-dihydro-furo[2,3-c]pyridin-2-yl)-piperidine-1-carboxylic acid tert-butyl ester), COC1=NC=CC(=C1)B(O)O (2-methoxypyridine-4-boronic acid). Procedure details: The title compound is prepared from 4-(5-chloro-2,3-dihydro-furo[2,3-c]pyridin-2-yl)-piperidine-1-carboxylic acid tert-butyl ester and 2-methoxypyridine-4-boronic acid following a procedure analogous to that described in Example 28. LC (method 10): tR=1.76 min; Mass spectrum (ESI+): m/z=412 [M+H]+. Reaction SMILES: [C:1]([O:5][C:6]([N:8]1[CH2:13][CH2:12][CH:11]([CH:14]2[O:23][C:17]3=[CH:18][N:19]=[C:20](Cl)[CH:21]=[C:16]3[CH2:15]2)[CH2:10][CH2:9]1)=[O:7])([CH3:4])([CH3:3])[CH3:2].[CH3:24][O:25][C:26]1[CH:31]=[C:30](B(O)O)[CH:29]=[CH:28][N:27]=1>>[C:1]([O:5][C:6]([N:8]1[CH2:13][CH2:12][CH:11]([CH:14]2[O:23][C:17]3=[CH:18][N:19]=[C:20]([C:30]4[CH:29]=[CH:28][N:27]=[C:26]([O:25][CH3:24])[CH:31]=4)[CH:21]=[C:16]3[CH2:15]2)[CH2:10][CH2:9]1)=[O:7])([CH3:4])([CH3:3])[CH3:2]. The product is C(C)(C)(C)OC(=O)N1CCC(CC1)C1CC=2C(=CN=C(C2)C2=CC(=NC=C2)OC)O1 (4-[5-(2-Methoxy-pyridin-4-yl)-2,3-dihydro-furo[2,3-c]pyridin-2-yl]-piperidine-1-carboxylic acid tert-butyl ester).